This data is from the Open Reaction Database (ORD), a public repository of structured organic reaction records. The task is: describe an organic reaction: reactants, conditions, products, and yield Solvent: C1CCOC1 (THF), C1CCOC1 (THF), C1CCOC1 (THF), C1CCOC1 (THF), C(C)OCC (diethylether). Starting materials: [Li+].CC(C)[N-]C(C)C (LDA), FC1=C(C=C(C=C1)I)F (1,2-Difluoro-4-iodo-benzene), C(C)OC(C#C)=O (Propynoic acid ethyl ester). Reagents/catalysts: [Zn+2].[Br-].[Br-] (ZnBr2), [Pd].C1(=CC=CC=C1)P(C1=CC=CC=C1)C1=CC=CC=C1.C1(=CC=CC=C1)P(C1=CC=CC=C1)C1=CC=CC=C1.C1(=CC=CC=C1)P(C1=CC=CC=C1)C1=CC=CC=C1.C1(=CC=CC=C1)P(C1=CC=CC=C1)C1=CC=CC=C1 (tetrakis(triphenylphosphine) palladium(0)). Procedure details: Under argon atmosphere, a four neck flask was charged with THF (135 ml) and 2 M LDA in THF (60.9 ml, 0.12 mol, 1.18 eq.) and cooled to −78° C. Propynoic acid ethyl ester (12.2 g, 0.12 mol, 1.18 eq.) dissolved in THF (36 ml) was added dropwise within 30 min. Then, ZnBr2 (28.5 g, 0.12 mol, 1.2 eq.) dissolved in THF (45 ml) was added dropwise within 30 min. After the addition of 1,2-Difluoro-4-iodo-benzene (25.0 g, 0.10 mol) and tetrakis(triphenylphosphine) palladium(0) (6.02 g, 5.15 mmol, 5 mol %)... Reaction SMILES: [Li+].CC([N-]C(C)C)C.[CH2:9]([O:11][C:12](=[O:15])[C:13]#[CH:14])[CH3:10].[F:16][C:17]1[CH:22]=[CH:21][C:20](I)=[CH:19][C:18]=1[F:24]>C1COCC1.C(OCC)C.[Zn+2].[Br-].[Br-].[Pd].C1(P(C2C=CC=CC=2)C2C=CC=CC=2)C=CC=CC=1.C1(P(C2C=CC=CC=2)C2C=CC=CC=2)C=CC=CC=1.C1(P(C2C=CC=CC=2)C2C=CC=CC=2)C=CC=CC=1.C1(P(C2C=CC=CC=2)C2C=CC=CC=2)C=CC=CC=1>[CH2:9]([O:11][C:12](=[O:15])[C:13]#[C:14][C:20]1[CH:21]=[CH:22][C:17]([F:16])=[C:18]([F:24])[CH:19]=1)[CH3:10] |f:0.1,6.7.8,9.10.11.12.13|. Yields the product C(C)OC(C#CC1=CC(=C(C=C1)F)F)=O ((3,4-Difluoro-phenyl)-propynoic acid ethyl ester). Conditions: temperature -78 celsius, time 3 hour. The reactants are CC(C)(C)c1cc(C(=O)Cl)cc(C(C)(C)C)c1O, CCNCC, Cl, O, c1ccccc1. Yields the product CCN(CC)C(=O)c1cc(C(C)(C)C)c(O)c(C(C)(C)C)c1. As a reaction SMILES: [C:6]([CH3:7])([CH3:8])([CH3:9])[c:10]1[cH:11][c:12]([C:13](=[O:14])[Cl:15])[cH:16][c:17]([C:20]([CH3:21])([CH3:22])[CH3:23])[c:18]1[OH:19].[CH2:1]([CH3:2])[NH:3][CH2:4][CH3:5].[ClH:25].[OH2:24].[cH:26]1[cH:27][cH:28][cH:29][cH:30][cH:31]1>>[CH2:1]([CH3:2])[N:3]([CH2:4][CH3:5])[C:13]([c:12]1[cH:11][c:10]([C:6]([CH3:7])([CH3:8])[CH3:9])[c:18]([OH:19])[c:17]([C:20]([CH3:21])([CH3:22])[CH3:23])[cH:16]1)=[O:14]. Product: CC1NCCC2=CN(C=3C=CC=C1C23)S(=O)(=O)C2=CC=CC=C2 (6-Methyl-1-(phenylsulfonyl)-3,4,5,6-tetrahydro-1H-azepino[5,4,3-cd]indole). Reaction conditions: time 2 day. As a reaction SMILES: [CH3:1][CH:2]1[C:13]2[C:14]3[C:6](=[CH:7][N:8]([S:23]([C:26]4[CH:31]=[CH:30][CH:29]=[CH:28][CH:27]=4)(=[O:25])=[O:24])[C:9]=3[CH:10]=[CH:11][C:12]=2OS(C(F)(F)F)(=O)=O)[CH2:5][CH2:4][N:3]1C(OC(C)(C)C)=O.N#N.C([O-])=O.[NH4+]>CO.[Pd]>[CH3:1][CH:2]1[C:13]2[C:14]3[C:6](=[CH:7][N:8]([S:23]([C:26]4[CH:31]=[CH:30][CH:29]=[CH:28][CH:27]=4)(=[O:25])=[O:24])[C:9]=3[CH:10]=[CH:11][CH:12]=2)[CH2:5][CH2:4][NH:3]1 |f:2.3|. Solvent: CO (MeOH). Reactants: N#N (N2), CC1N(CCC2=CN(C=3C=CC(=C1C23)OS(=O)(=O)C(F)(F)F)S(=O)(=O)C2=CC=CC=C2)C(=O)OC(C)(C)C (tert-butyl 6-methyl-1-(phenylsulfonyl)-7-{[(trifluoromethyl)sulfonyl]oxy}-1,3,4,6-tetrahydro-5H-azepino[5,4,3-cd]indole-5-carboxylate), Intermediate 16, N#N (N2), C(=O)[O-].[NH4+] (ammonium formate). The reagents and catalysts are [Pd] (Pd/C). Procedure details: A solution of tert-butyl 6-methyl-1-(phenylsulfonyl)-7-{[(trifluoromethyl)sulfonyl]oxy}-1,3,4,6-tetrahydro-5H-azepino[5,4,3-cd]indole-5-carboxylate, Intermediate 16 (16 mg, 0.028 mmol) in MeOH (4 mL) and was carefully added to a 16 mm test tube containing Pd/C (35 mg). The suspension was purged with N2, ammonium formate (88 mg, 1.4 mmol) was added in one portion, the mixture was N2-purged once more and the mixture was stirred at room temperature over two days. The detriflated intermediate was pu... The reactants are C1=CCCC1 (cyclopentene), C1(=CC=CC=C1)PC1=CC=CC=C1 (diphenyl phosphine), quartz. Yields the product C1(CCCC1)P(C1=CC=CC=C1)C1=CC=CC=C1 (cyclopentyl diphenyl phoshine). As a reaction SMILES: [CH:1]1[CH2:5][CH2:4][CH2:3][CH:2]=1.[C:6]1([PH:12][C:13]2[CH:18]=[CH:17][CH:16]=[CH:15][CH:14]=2)[CH:11]=[CH:10][CH:9]=[CH:8][CH:7]=1>>[CH:1]1([P:12]([C:13]2[CH:14]=[CH:15][CH:16]=[CH:17][CH:18]=2)[C:6]2[CH:11]=[CH:10][CH:9]=[CH:8][CH:7]=2)[CH2:5][CH2:4][CH2:3][CH2:2]1. Procedure details: A stirred mixture of 47.6 g (0.7 m) cyclopentene and 136.7 g (0.735 m) diphenyl phosphine in a quartz wessel was irradiated at 15° C. by a broad spectrum ultraviolet light for 17 days. A slow addition reaction took place. Gas chromatographic analysis indicated 60% conversion at the end of the reaction period. The reaction mixture was then fractionally distilled in vacuo to obtain the desired cyclopentyl diphenyl phoshine adduct as a colorless mobile liquid of bp. 138°-140° C. at 0.3 mm (As a by-...